The task is: describe an organic reaction: reactants, conditions, products, and yield. This data is from the Open Reaction Database (ORD), a public repository of structured organic reaction records. Reactants: FC1=C(C=C(CC2=NNC(C3=CC=CC(=C23)[N+](=O)[O-])=O)C=C1)C(=O)N1CCC(CC1)OC (4-(4-fluoro-3-(4-methoxypiperidine-1-carbonyl)benzyl)-5-nitrophthalazin-1 (2H)-one), FC1=C(C=C(CC2=NNC(C3=C(C=CC=C23)[N+](=O)[O-])=O)C=C1)C(=O)N1CCC(CC1)OC (4-(4-fluoro-3-(4-methoxypiperidine-1-carbonyl)benzyl)-8-nitrophthalazin-1 (2H)-one). The reagents and catalysts are [Pd] (palladium on carbon). Run in C(C)O (ethanol), C(C)O (ethanol). Conditions: temperature 20 celsius, time 5 hour. The product is NC=1C=CC=C2C(=NNC(C12)=O)CC1=CC(=C(C=C1)F)C(=O)N1CCC(CC1)OC (8-amino-4-(4-fluoro-3-(4-methoxypiperidine-1-carbonyl)benzyl)phthalazin-1(2H)-one). The yield is 60.8%. RXN SMILES: FC1C=CC(CC2C3C(=CC=CC=3[N+]([O-])=O)C(=O)NN=2)=CC=1C(N1CCC(OC)CC1)=O.[F:33][C:34]1[CH:54]=[CH:53][C:37]([CH2:38][C:39]2[C:48]3[C:43](=[C:44]([N+:49]([O-])=O)[CH:45]=[CH:46][CH:47]=3)[C:42](=[O:52])[NH:41][N:40]=2)=[CH:36][C:35]=1[C:55]([N:57]1[CH2:62][CH2:61][CH:60]([O:63][CH3:64])[CH2:59][CH2:58]1)=[O:56]>C(O)C.[Pd]>[NH2:49][C:44]1[CH:45]=[CH:46][CH:47]=[C:48]2[C:43]=1[C:42](=[O:52])[NH:41][N:40]=[C:39]2[CH2:38][C:37]1[CH:53]=[CH:54][C:34]([F:33])=[C:35]([C:55]([N:57]2[CH2:58][CH2:59][CH:60]([O:63][CH3:64])[CH2:61][CH2:62]2)=[O:56])[CH:36]=1. Reported procedure: A mixture of 4-(4-fluoro-3-(4-methoxypiperidine-1-carbonyl)benzyl)-5-nitrophthalazin-1 (2H)-one (34b) with 4-(4-fluoro-3-(4-methoxypiperidine-1-carbonyl)benzyl)-8-nitrophthalazin-1 (2H)-one (34a) (6 mg, 6.81 μmol) in ethanol (2 ml) was added to 5% palladium on carbon (2 mg, 0.94 μmol) in ethanol (5 mL) at 20° C. and the resulting mixture stirred at 20° C. for 5 hours, under an atmosphere of hydrogen. The catalyst was filtered and washed with ethanol and the solvent evaporated to a foam. Further ... The reactants are CCCCN, Cc1ccccc1, O=Cc1c(F)cc(C(F)(F)F)cc1C(F)(F)F, Cc1ccc(S(=O)(=O)O)cc1. Yields the product CCCCN=Cc1c(F)cc(C(F)(F)F)cc1C(F)(F)F. Reaction SMILES: [CH2:29]([CH2:30][CH2:31][CH3:32])[NH2:33].[CH3:34][c:35]1[cH:36][cH:37][cH:38][cH:39][cH:40]1.[F:1][c:2]1[c:3]([CH:4]=[O:5])[c:6]([C:14]([F:15])([F:16])[F:17])[cH:7][c:8]([C:10]([F:11])([F:12])[F:13])[cH:9]1.[c:18]1([CH3:19])[cH:20][cH:21][c:22]([S:23]([OH:24])(=[O:25])=[O:26])[cH:27][cH:28]1>>[F:1][c:2]1[c:3]([CH:4]=[N:33][CH2:29][CH2:30][CH2:31][CH3:32])[c:6]([C:14]([F:15])([F:16])[F:17])[cH:7][c:8]([C:10]([F:11])([F:12])[F:13])[cH:9]1. The reactants are O=C(OCCCCCCCCC(Br)C(F)(F)Br)c1ccccc1, COc1ccc(CO)cc1, CCOCC, [H-], [H][H], [Na+], C1CCOC1. Product: O=C(OCCCCCCCCC(Br)=C(F)F)c1ccccc1. RXN SMILES: [C:15]([c:16]1[cH:17][cH:18][cH:19][cH:20][cH:21]1)(=[O:22])[O:23][CH2:24][CH2:25][CH2:26][CH2:27][CH2:28][CH2:29][CH2:30][CH2:31][CH:32]([C:33]([F:34])([F:35])[Br:36])[Br:37].[CH3:3][O:4][c:5]1[cH:6][cH:7][c:8]([CH2:9][OH:10])[cH:11][cH:12]1.[CH3:43][CH2:44][O:45][CH2:46][CH3:47].[H-:1].[H:13][H:14].[Na+:2].[O:38]1[CH2:39][CH2:40][CH2:41][CH2:42]1>>[C:15]([c:16]1[cH:17][cH:18][cH:19][cH:20][cH:21]1)(=[O:22])[O:23][CH2:24][CH2:25][CH2:26][CH2:27][CH2:28][CH2:29][CH2:30][CH2:31][C:32](=[C:33]([F:34])[F:35])[Br:37]. The reactants are CC(=O)c1ccc(B(O)O)cc1, [Na+], [Na+], O=C([O-])[O-], C1COCCO1, Cl[Pd]Cl, COc1cnc2c(c1)cc(C(=CC1CCCC1)OS(=O)(=O)c1ccc(C)cc1)n2S(=O)(=O)c1ccccc1, c1ccc(P(c2ccccc2)c2ccccc2)cc1, c1ccc(P(c2ccccc2)c2ccccc2)cc1. Product: COc1cnc2c(c1)cc(C(=CC1CCCC1)c1ccc(C(C)=O)cc1)n2S(=O)(=O)c1ccccc1. Reaction SMILES: [C:39]([CH3:40])(=[O:41])[c:42]1[cH:43][cH:44][c:45]([B:48]([OH:49])[OH:50])[cH:46][cH:47]1.[Na+:51].[Na+:52].[O-:53][C:54](=[O:55])[O-:56].[O:57]1[CH2:58][CH2:59][O:60][CH2:61][CH2:62]1.[Pd:63]([Cl:64])[Cl:65].[c:1]1([S:7](=[O:8])(=[O:9])[n:10]2[c:11]([C:21](=[CH:22][CH:23]3[CH2:24][CH2:25][CH2:26][CH2:27]3)[O:28][S:29]([c:30]3[cH:31][cH:32][c:33]([CH3:34])[cH:35][cH:36]3)(=[O:37])=[O:38])[cH:12][c:13]3[c:14]2[n:15][cH:16][c:17]([O:19][CH3:20])[cH:18]3)[cH:2][cH:3][cH:4][cH:5][cH:6]1.[c:66]1([P:67]([c:68]2[cH:69][cH:70][cH:71][cH:72][cH:73]2)[c:74]2[cH:75][cH:76][cH:77][cH:78][cH:79]2)[cH:80][cH:81][cH:82][cH:83][cH:84]1.[c:85]1([P:86]([c:87]2[cH:88][cH:89][cH:90][cH:91][cH:92]2)[c:93]2[cH:94][cH:95][cH:96][cH:97][cH:98]2)[cH:99][cH:100][cH:101][cH:102][cH:103]1>>[c:1]1([S:7](=[O:8])(=[O:9])[n:10]2[c:11]([C:21](=[CH:22][CH:23]3[CH2:24][CH2:25][CH2:26][CH2:27]3)[c:45]3[cH:44][cH:43][c:42]([C:39]([CH3:40])=[O:41])[cH:47][cH:46]3)[cH:12][c:13]3[c:14]2[n:15][cH:16][c:17]([O:19][CH3:20])[cH:18]3)[cH:2][cH:3][cH:4][cH:5][cH:6]1. Starting materials: FC(C1=CC=C(C=C1)C=1C=CC2=C(C(NCCO2)=O)C1)(F)F (7-(4-(trifluoromethyl)phenyl)-3,4-dihydrobenzo[f][1,4]oxazepin-5(2H)-one), P(Cl)(Cl)(Cl)(Cl)Cl (phosphorous pentachloride). Run in C1(=CC=CC=C1)C (toluene). The product is ClC1=NCCOC2=C1C=C(C=C2)C2=CC=C(C=C2)C(F)(F)F (5-chloro-7-(4-(trifluoromethyl)phenyl)-2,3-dihydrobenzo[f][1,4]oxazepine). Reaction SMILES: [F:1][C:2]([F:22])([F:21])[C:3]1[CH:8]=[CH:7][C:6]([C:9]2[CH:10]=[CH:11][C:12]3[O:18][CH2:17][CH2:16][NH:15][C:14](=O)[C:13]=3[CH:20]=2)=[CH:5][CH:4]=1.P(Cl)(Cl)(Cl)(Cl)[Cl:24]>C1(C)C=CC=CC=1>[Cl:24][C:14]1[C:13]2[CH:20]=[C:9]([C:6]3[CH:7]=[CH:8][C:3]([C:2]([F:22])([F:21])[F:1])=[CH:4][CH:5]=3)[CH:10]=[CH:11][C:12]=2[O:18][CH2:17][CH2:16][N:15]=1. Procedure details: A solution of 7-(4-(trifluoromethyl)phenyl)-3,4-dihydrobenzo[f][1,4]oxazepin-5(2H)-one (3.6 g, 11.7 mmol) and phosphorous pentachloride (2.56 g, 12.3 mmol) in toluene (80 mL) was refluxed for 2 hours. The reaction mixture was concentrated to yield 5-chloro-7-(4-(trifluoromethyl)phenyl)-2,3-dihydrobenzo[f][1,4]oxazepine and used in subsequent steps without further purification. Starting materials: C1CCOC1, Cc1ccccc1, N#Cc1cc(Cl)cc(Oc2c(Br)ccc(Br)c2F)c1, CN(C)C=O. Yields the product N#Cc1cc(Cl)cc(Oc2c(Br)ccc(C=O)c2F)c1. Reaction SMILES: [CH2:25]1[O:26][CH2:27][CH2:28][CH2:29]1.[CH3:30][c:31]1[cH:32][cH:33][cH:34][cH:35][cH:36]1.[Cl:1][c:2]1[cH:3][c:4]([C:5]#[N:6])[cH:7][c:8]([O:10][c:11]2[c:12]([F:19])[c:13]([Br:18])[cH:14][cH:15][c:16]2[Br:17])[cH:9]1.[O:20]=[CH:21][N:22]([CH3:23])[CH3:24]>>[Cl:1][c:2]1[cH:3][c:4]([C:5]#[N:6])[cH:7][c:8]([O:10][c:11]2[c:12]([F:19])[c:13]([CH:21]=[O:20])[cH:14][cH:15][c:16]2[Br:17])[cH:9]1. Starting materials: ClCCCBr, O=C([O-])[O-], CC1(C)OB(c2ccc(O)cc2)OC1(C)C, CC#N, [K+], [K+]. Product: CC1(C)OB(c2ccc(OCCCCl)cc2)OC1(C)C. As a reaction SMILES: [Br:17][CH2:18][CH2:19][CH2:20][Cl:21].[C:22](=[O:23])([O-:24])[O-:25].[CH3:1][C:2]1([CH3:16])[O:3][B:4]([c:9]2[cH:10][cH:11][c:12]([OH:15])[cH:13][cH:14]2)[O:5][C:6]1([CH3:7])[CH3:8].[CH3:28][C:29]#[N:30].[K+:26].[K+:27]>>[CH3:1][C:2]1([CH3:16])[O:3][B:4]([c:9]2[cH:10][cH:11][c:12]([O:15][CH2:18][CH2:19][CH2:20][Cl:21])[cH:13][cH:14]2)[O:5][C:6]1([CH3:7])[CH3:8].